From a dataset of the Open Reaction Database (ORD), a public repository of structured organic reaction records. describe an organic reaction: reactants, conditions, products, and yield Reactants: CO, COc1ccc(I)c([N+](=O)[O-])c1, NN, O. The product is COc1ccc(I)c(N)c1. Reaction SMILES: [CH3:16][OH:17].[I:1][c:2]1[c:3]([N+:10]([O-:11])=[O:12])[cH:4][c:5]([O:8][CH3:9])[cH:6][cH:7]1.[NH2:14][NH2:15].[OH2:13]>>[I:1][c:2]1[c:3]([NH2:10])[cH:4][c:5]([O:8][CH3:9])[cH:6][cH:7]1. Reactants: COC(=O)c1cnc(OCc2nccn2C)c(-c2ccc(Cl)cc2)c1, [Li+], C1CCOC1, [OH-], O, O=C(O)CC(O)(CC(=O)O)C(=O)O. Yields the product Cn1ccnc1COc1ncc(C(=O)O)cc1-c1ccc(Cl)cc1. Reaction SMILES: [CH3:1][O:2][C:3]([c:4]1[cH:5][n:6][c:7]([O:17][CH2:18][c:19]2[n:20]([CH3:24])[cH:21][cH:22][n:23]2)[c:8](-[c:10]2[cH:11][cH:12][c:13]([Cl:16])[cH:14][cH:15]2)[cH:9]1)=[O:25].[Li+:27].[O:42]1[CH2:43][CH2:44][CH2:45][CH2:46]1.[OH-:28].[OH2:26].[OH:29][C:30]([CH2:31][C:32]([C:33](=[O:34])[OH:35])([CH2:36][C:37](=[O:38])[OH:39])[OH:40])=[O:41]>>[O:2]=[C:3]([c:4]1[cH:5][n:6][c:7]([O:17][CH2:18][c:19]2[n:20]([CH3:24])[cH:21][cH:22][n:23]2)[c:8](-[c:10]2[cH:11][cH:12][c:13]([Cl:16])[cH:14][cH:15]2)[cH:9]1)[OH:25].